This data is from the Open Reaction Database (ORD), a public repository of structured organic reaction records. The task is: describe an organic reaction: reactants, conditions, products, and yield The reactants are OCCCCNS(=O)(=O)C1=C(C=C(C=C1)Br)C(F)(F)F (4-bromo-2-trifluoromethylphenyl-sulfonic acid-(4-hydroxybutyl)-amide), [N+](=O)([O-])C1=C(C=CC=C1)B(O)O (2-nitrophenyl boronic acid). Yields the product OCCCCNS(=O)(=O)C1=C(C=C(C=C1)C1=C(C=CC=C1)[N+](=O)[O-])C(F)(F)F (2′-Nitro-3-trifluoromethylbiphenyl-4-sulfonic acid-(4-hydroxybutyl)-amide). RXN SMILES: [OH:1][CH2:2][CH2:3][CH2:4][CH2:5][NH:6][S:7]([C:10]1[CH:15]=[CH:14][C:13](Br)=[CH:12][C:11]=1[C:17]([F:20])([F:19])[F:18])(=[O:9])=[O:8].[N+:21]([C:24]1[CH:29]=[CH:28][CH:27]=[CH:26][C:25]=1B(O)O)([O-:23])=[O:22]>>[OH:1][CH2:2][CH2:3][CH2:4][CH2:5][NH:6][S:7]([C:10]1[CH:15]=[CH:14][C:13]([C:25]2[CH:26]=[CH:27][CH:28]=[CH:29][C:24]=2[N+:21]([O-:23])=[O:22])=[CH:12][C:11]=1[C:17]([F:20])([F:19])[F:18])(=[O:9])=[O:8]. Procedure: Using a method analogous to that described in Example 40, 4-bromo-2-trifluoromethylphenyl-sulfonic acid-(4-hydroxybutyl)-amide and 2-nitrophenyl boronic acid were reacted to give the title compound as a thick oil. δC (DMSO, 62.9 MHz): 26.1, 29.5, 42.8, 60.2, 128.2, 124.9, 120.7, 128.7, 130.2, 132.6, 133.1, 133.5, 139.3, 139.8, 141.8 and 147.9. Yield: 29.6%. RXN SMILES: [CH3:1][O:2][C:3]([C:5]1[CH:10]=[N:9][C:8]([CH3:11])=[CH:7][N:6]=1)=[O:4].C1C(=O)N([Br:19])C(=O)C1.C(OOC(=O)C1C=CC=CC=1)(=O)C1C=CC=CC=1>C(Cl)(Cl)(Cl)Cl>[CH3:1][O:2][C:3]([C:5]1[CH:10]=[N:9][C:8]([CH2:11][Br:19])=[CH:7][N:6]=1)=[O:4]. Product: COC(=O)C1=NC=C(N=C1)CBr (5-Bromomethyl-pyrazine-2-carboxylic acid methyl ester). Reaction conditions: time 1 hour. The reactants are COC(=O)C1=NC=C(N=C1)C (5-methyl-pyrazine-2-carboxylic acid methyl ester), C1CC(=O)N(C1=O)Br (NBS), C(C1=CC=CC=C1)(=O)OOC(C1=CC=CC=C1)=O (benzoyl peroxide). Solvent: C(Cl)(Cl)(Cl)Cl (CCl4). Procedure: To a solution of 5-methyl-pyrazine-2-carboxylic acid methyl ester (2.0 g, 13.146 mmol) in CCl4 (25 mL0 was added NBS (2.57 g, 14.461 mmol) and benzoyl peroxide (0.318 g, 1.314 mmol) and the solution was heated at 70 C. for 1 h. Upon cooling to RT, the organic layer was washed with NaHCO3, water, dried (Na2SO4), and concentrated under reduced pressure to give 0.900 g 5-Bromomethyl-pyrazine-2-carboxylic acid methyl ester. The reactants are C(C)(C)(C)OC(=O)N[C@H](C(=O)OC1=CC=C(C=C1)[C@H]1[C@@H](CN(CC1)[C@H]1C(N(CC1)CC1=CC=C(C=C1)C)=O)F)C(C)C ((S)-4-((3S,4S)-3-fluoro-1-((R)-1-(4-methylbenzyl)-2-oxopyrrolidin-3-yl)piperidin-4-yl)phenyl 2-((tert-butoxycarbonyl)amino)-3-methylbutanoate), Cl (HCl), C(C)OCC (diethyl ether). Solvent: C(Cl)Cl (DCM). Run at time 19 hour. The product is Cl.N[C@H](C(=O)OC1=CC=C(C=C1)[C@H]1[C@@H](CN(CC1)[C@H]1C(N(CC1)CC1=CC=C(C=C1)C)=O)F)C(C)C ((S)-4-((3S,4S)-3-fluoro-1-((R)-1-(4-methylbenzyl)-2-oxopyrrolidin-3-yl)piperidin-4-yl)phenyl 2-amino-3-methylbutanoate hydrochloride). Isolated yield 44.0%. As a reaction SMILES: C(OC([NH:8][C@@H:9]([CH:40]([CH3:42])[CH3:41])[C:10]([O:12][C:13]1[CH:18]=[CH:17][C:16]([C@@H:19]2[CH2:24][CH2:23][N:22]([C@@H:25]3[CH2:29][CH2:28][N:27]([CH2:30][C:31]4[CH:36]=[CH:35][C:34]([CH3:37])=[CH:33][CH:32]=4)[C:26]3=[O:38])[CH2:21][C@H:20]2[F:39])=[CH:15][CH:14]=1)=[O:11])=O)(C)(C)C.[ClH:43].C(OCC)C>C(Cl)Cl>[ClH:43].[NH2:8][C@@H:9]([CH:40]([CH3:42])[CH3:41])[C:10]([O:12][C:13]1[CH:18]=[CH:17][C:16]([C@@H:19]2[CH2:24][CH2:23][N:22]([C@@H:25]3[CH2:29][CH2:28][N:27]([CH2:30][C:31]4[CH:32]=[CH:33][C:34]([CH3:37])=[CH:35][CH:36]=4)[C:26]3=[O:38])[CH2:21][C@H:20]2[F:39])=[CH:15][CH:14]=1)=[O:11] |f:4.5|. Procedure: To a solution of (S)-4-((3S,4S)-3-fluoro-1-((R)-1-(4-methylbenzyl)-2-oxopyrrolidin-3-yl)piperidin-4-yl)phenyl 2-((tert-butoxycarbonyl)amino)-3-methylbutanoate (0.025 g, 0.043 mmol) in DCM (1.5 mL) at −20° C. was added HCl in diethyl ether (2.5 ml, 2.50 mmol, 1.0 M). The reaction mixture was slowly warmed to rt over 10 min and then allowed to stir at rt for 19 h. The solvent was then removed in vacuo to provide a pale yellow semisolid. The crude product was then purified by RP-HPLC on a Sunfire C...